Task: describe an organic reaction: reactants, conditions, products, and yield. Dataset: the Open Reaction Database (ORD), a public repository of structured organic reaction records Starting materials: C(C)SC1=C(C=CC=C1)C1=NC=2C(=NC=C(C2)I)N1C (2-(2-ethylsulfanyl-phenyl)-6-iodo-3-methyl-3H-imidazo[4,5-b]pyridine), O.O.O.O.O.O.O.O.O.[S-2].[Na+].[Na+] (sodium sulfide nonahydrate), O.[Cl-].[NH4+] (ammonium chloride water). Reagents/catalysts: [Cu](I)I (copper iodide). Solvent: CN(C)C=O (DMF). Run at temperature 110 celsius. The product is C(C)SC1=C(C=CC=C1)C1=NC=2C(=NC=C(C2)S)N1C (2-(2-ethylsulfanyl-phenyl)-3-methyl-3H-imidazo[4,5-b]pyridin-6-thiol). Isolated yield 25.9%. Reaction SMILES: [CH2:1]([S:3][C:4]1[CH:9]=[CH:8][CH:7]=[CH:6][C:5]=1[C:10]1[N:19]([CH3:20])[C:13]2=[N:14][CH:15]=[C:16](I)[CH:17]=[C:12]2[N:11]=1)[CH3:2].O.O.O.O.O.O.O.O.O.[S-2:30].[Na+].[Na+].O.[Cl-].[NH4+]>[Cu](I)I.CN(C=O)C>[CH2:1]([S:3][C:4]1[CH:9]=[CH:8][CH:7]=[CH:6][C:5]=1[C:10]1[N:19]([CH3:20])[C:13]2=[N:14][CH:15]=[C:16]([SH:30])[CH:17]=[C:12]2[N:11]=1)[CH3:2] |f:1.2.3.4.5.6.7.8.9.10.11.12,13.14.15|. Procedure details: To a mixture of 2-(2-ethylsulfanyl-phenyl)-6-iodo-3-methyl-3H-imidazo[4,5-b]pyridine (430 mg), copper iodide (229 mg), and DMF (3 ml), sodium sulfide nonahydrate (721 mg) was added at room temperature. The mixture was stirred with heating at 110° C. for 6 hours. Into the reaction mixture cooled to room temperature, saturated aqueous ammonium chloride water solution was poured, and extracted with ethyl acetate. The combined organic layer was dried over sodium sulfate, and concentrated under reduc...